This data is from the Open Reaction Database (ORD), a public repository of structured organic reaction records. The task is: describe an organic reaction: reactants, conditions, products, and yield Reactants: C(CCCCCCCCCCC)C1=CNC2=CC(=CC=C12)C(=O)O (3-(n-Dodecyl)indole-6-carboxylic acid), Cl(=O)(=O)(=O)O (perchloric acid). The reagents and catalysts are [Pd] (palladium on charcoal). Solvent: C(C)(=O)O (acetic acid). Product: C(CCCCCCCCCCC)C1CNC2=CC(=CC=C12)C(=O)O ((RS)-3-(n-dodecyl)indoline-6-carboxylic acid). Yield: 48.8%. RXN SMILES: [CH2:1]([C:13]1[C:21]2[C:16](=[CH:17][C:18]([C:22]([OH:24])=[O:23])=[CH:19][CH:20]=2)[NH:15][CH:14]=1)[CH2:2][CH2:3][CH2:4][CH2:5][CH2:6][CH2:7][CH2:8][CH2:9][CH2:10][CH2:11][CH3:12].Cl(O)(=O)(=O)=O>C(O)(=O)C.[Pd]>[CH2:1]([CH:13]1[C:21]2[C:16](=[CH:17][C:18]([C:22]([OH:24])=[O:23])=[CH:19][CH:20]=2)[NH:15][CH2:14]1)[CH2:2][CH2:3][CH2:4][CH2:5][CH2:6][CH2:7][CH2:8][CH2:9][CH2:10][CH2:11][CH3:12]. Procedure: 3-(n-Dodecyl)indole-6-carboxylic acid (16.1 g) in suspension in glacial acetic acid (200 ml), containing perchloric acid (12.2 ml; of strength (70% w/v) was hydrogenated over palladium on charcoal (1.8 g of 5% w/w) at atmospheric pressure and at a temperature of 80°-90° C. The mixture was then hot filtered through diatomaceous earth and was poured into water (1500 ml) to give an off-white solid. The solid was collected, washed with water (2×100 ml) and was dissolved in ethyl acetate (1000 ml). T... Reactants: NC1=CC=C(S1)C1=NC(=NC=C1)NC=1C=C(C=CC1)C ([4-(5-aminothiophen-2-yl)-pyrimidin-2-yl]-m-tolyl-amine), N1=C(C=CC=C1)C=O (pyridine-2-carbaldehyde), resin. Run in solution, CC(=O)O (HOAc), CC(=O)N(C)C (DMA). Reaction conditions: time 18 hour. The product is N1=C(C=CC=C1)CNC1=CC=C(S1)C1=NC(=NC=C1)NC=1C=C(C=CC1)C ((4-{5-[(pyridine-2-ylmethyl)-amino]-thiophen-2-yl}-pyrimidin-2-yl)-m-tolyl-amine). As a reaction SMILES: [NH2:1][C:2]1[S:6][C:5]([C:7]2[CH:12]=[CH:11][N:10]=[C:9]([NH:13][C:14]3[CH:15]=[C:16]([CH3:20])[CH:17]=[CH:18][CH:19]=3)[N:8]=2)=[CH:4][CH:3]=1.[N:21]1[CH:26]=[CH:25][CH:24]=[CH:23][C:22]=1[CH:27]=O>CC(O)=O.CC(N(C)C)=O>[N:21]1[CH:26]=[CH:25][CH:24]=[CH:23][C:22]=1[CH2:27][NH:1][C:2]1[S:6][C:5]([C:7]2[CH:12]=[CH:11][N:10]=[C:9]([NH:13][C:14]3[CH:15]=[C:16]([CH3:20])[CH:17]=[CH:18][CH:19]=3)[N:8]=2)=[CH:4][CH:3]=1. Procedure details: A solution of [4-(5-aminothiophen-2-yl)-pyrimidin-2-yl]-m-tolyl-amine (prepared according to Method 4) (15 mg, 0.053 mmol) and pyridine-2-carbaldehyde (4.5 uL, 0.048 mmol) were dissolved in a 25% solution of HOAc in DMA (0.5 mL). MP-CNBH3 resin (2.5 eq.) was added after 2 h and the reaction was shaken for 18 h. The reaction was filtered and the resin washed with DMA. The crude mixture was purified by preparative LCMS to afford 11.1 mg, 61.2%). MS: m/z 374 (M+H+). 1H NMR (500 MHz, DMSO-d6) δ 2.26... Starting materials: CCOC(=O)c1ccc(N)cc1NC(=O)c1ccc(C(=O)O)cc1, CCC(=O)Cl, Cl, O, c1ccncc1. The product is CCOC(=O)c1ccc(NC(=O)CC)cc1NC(=O)c1ccc(C(=O)O)cc1. RXN SMILES: [C:1](=[O:2])([OH:3])[c:4]1[cH:5][cH:6][c:7]([C:8](=[O:9])[NH:10][c:11]2[c:12]([C:13](=[O:14])[O:15][CH2:16][CH3:17])[cH:18][cH:19][c:20]([NH2:22])[cH:21]2)[cH:23][cH:24]1.[C:25]([CH2:26][CH3:27])(=[O:28])[Cl:29].[ClH:31].[OH2:30].[cH:32]1[cH:33][cH:34][n:35][cH:36][cH:37]1>>[C:1](=[O:2])([OH:3])[c:4]1[cH:5][cH:6][c:7]([C:8](=[O:9])[NH:10][c:11]2[c:12]([C:13](=[O:14])[O:15][CH2:16][CH3:17])[cH:18][cH:19][c:20]([NH:22][C:25]([CH2:26][CH3:27])=[O:28])[cH:21]2)[cH:23][cH:24]1. Starting materials: C(C1=CC=CC=C1)OC(=O)N[C@H]([C@H]1N(CCC1)C(=O)OC(C)(C)C)C1=CC(=C(C=C1)C(F)(F)F)F ((S)-tert-butyl 2-((S)-(((benzyloxy)carbonyl)amino)(3-fluoro-4-(trifluoromethyl)phenyl)methyl)pyrrolidine-1-carboxylate). Reagents/catalysts: [Pd] (Pd/C). The solvent is CCO (EtOH). Reaction conditions: time 8 hour. Yields the product N[C@H]([C@H]1N(CCC1)C(=O)OC(C)(C)C)C1=CC(=C(C=C1)C(F)(F)F)F ((S)-tert-butyl 2-((S)-amino(3-fluoro-4-(trifluoromethyl)phenyl)methyl)pyrrolidine-1-carboxylate). Yield: 68.7%. RXN SMILES: C(OC([NH:11][C@@H:12]([C:25]1[CH:30]=[CH:29][C:28]([C:31]([F:34])([F:33])[F:32])=[C:27]([F:35])[CH:26]=1)[C@@H:13]1[CH2:17][CH2:16][CH2:15][N:14]1[C:18]([O:20][C:21]([CH3:24])([CH3:23])[CH3:22])=[O:19])=O)C1C=CC=CC=1>[Pd].CCO>[NH2:11][C@@H:12]([C:25]1[CH:30]=[CH:29][C:28]([C:31]([F:33])([F:32])[F:34])=[C:27]([F:35])[CH:26]=1)[C@@H:13]1[CH2:17][CH2:16][CH2:15][N:14]1[C:18]([O:20][C:21]([CH3:24])([CH3:23])[CH3:22])=[O:19]. Procedure: To a solution of 61 (1.04 g, 2.09 mmol) and EtOH (25 mL), was added Pd/C (10% Degussa wet, 0.5 g). The mixture was hydrogenated overnight under balloon pressure. The mixture was then filtered and evaporated to afford 0.52 g (68.5%) of 63 as thick oil. Reactants: C(=O)(Cl)Cl (phosgene), solution, NC=1C=CC2=C(C(=NS2)C=2C=C(C(=CC2)OC)C)C1 (5-amino-3-(6-methoxy-m-tolyl)-1,2-benzisothiazole), C(=O)(Cl)Cl (phosgene), solution. The solvent is C1(=CC=CC=C1)C (toluene), C1(=CC=CC=C1)C (toluene), C1(=CC=CC=C1)C (toluene). Product: COC1=CC=C(C=C1C)C1=NSC2=C1C=C(C=C2)N=C=O (3-(6-Methoxy-m-tolyl)-1,2-benzisothiazol-5-yl isocyanate). Yield: 98.2%. Reaction SMILES: [NH2:1][C:2]1[CH:3]=[CH:4][C:5]2[S:9][N:8]=[C:7]([C:10]3[CH:11]=[C:12]([CH3:18])[C:13]([O:16][CH3:17])=[CH:14][CH:15]=3)[C:6]=2[CH:19]=1.[C:20](Cl)(Cl)=[O:21]>C1(C)C=CC=CC=1>[CH3:17][O:16][C:13]1[C:12]([CH3:18])=[CH:11][C:10]([C:7]2[C:6]3[CH:19]=[C:2]([N:1]=[C:20]=[O:21])[CH:3]=[CH:4][C:5]=3[S:9][N:8]=2)=[CH:15][CH:14]=1. Reported procedure: A solution of 5-amino-3-(6-methoxy-m-tolyl)-1,2-benzisothiazole (157 g, 0.581 mol) in toluene is treated with phosgene (1,074 mL of a 20% solution in toluene, 2.06 mol), heated to and stirred at reflux for 5 hours, treated with additional phosgene (100 mL of a 20% solution in toluene), refluxed overnight, and concentrated in-vacuo to give the title product as a yellow-orange solid (169 g, 98.2%) which is identified by NMR spectral analyses. Reactants: BrC=1C=CC(=C(C1)NC1=CC=CC=C1)[N+](=O)[O-] (5-bromo-2-nitro-N-phenylbenzenamine), N1CCOCC1 (morpholine). The solvent is CN1CCCC1=O (NMP). Yields the product O1CCN(CC1)C=1C=CC(=C(C1)NC1=CC=CC=C1)[N+](=O)[O-] (5-Morpholino-2-nitro-N-phenylbenzenamine). Yield: 82.5%. Reaction SMILES: Br[C:2]1[CH:3]=[CH:4][C:5]([N+:15]([O-:17])=[O:16])=[C:6]([NH:8][C:9]2[CH:14]=[CH:13][CH:12]=[CH:11][CH:10]=2)[CH:7]=1.[NH:18]1[CH2:23][CH2:22][O:21][CH2:20][CH2:19]1>CN1C(=O)CCC1>[O:21]1[CH2:22][CH2:23][N:18]([C:2]2[CH:3]=[CH:4][C:5]([N+:15]([O-:17])=[O:16])=[C:6]([NH:8][C:9]3[CH:14]=[CH:13][CH:12]=[CH:11][CH:10]=3)[CH:7]=2)[CH2:19][CH2:20]1. Procedure details: A solution of 5-bromo-2-nitro-N-phenylbenzenamine (0.50 g, 1.7 mmol) and morpholine (0.59 g, 6.8 mmol) in 15 ml NMP was heated at 100° C. for 16 hours. The reaction was quenched with 100 ml water. The mixture was extracted with ethyl acetate (3×30 ml) and dried over anhydrous sodium sulfate. 5-Morpholino-2-nitro-N-phenylbenzenamine (0.42 g, 80%) was obtained by flash column chromatograph (30% acetyl acetate in hexanes). 1H NMR (500 MHz, CDCl3) δ (ppm) 3.26 (t, J=5.2 Hz, 4H), 3.81 (t, J=5.2 Hz, 4... The reactants are C(#N)N=C(OC)C1=CSC=C1 (Methyl N-cyano-3-thiophenecarboximidate), C1(=CC=CC=C1)CCN (2-phenylethylamine). Run in CO (methanol). Reaction conditions: time 40 minute. The product is C(#N)NC(=NCCC1=CC=CC=C1)C1=CSC=C1 (N-cyano-N'-(2-phenylethyl) 3-thiophenecarboximidamide). Isolated yield 94.5%. RXN SMILES: [C:1]([N:3]=[C:4]([C:7]1[CH:11]=[CH:10][S:9][CH:8]=1)OC)#[N:2].[C:12]1([CH2:18][CH2:19][NH2:20])[CH:17]=[CH:16][CH:15]=[CH:14][CH:13]=1>CO>[C:1]([NH:3][C:4]([C:7]1[CH:11]=[CH:10][S:9][CH:8]=1)=[N:20][CH2:19][CH2:18][C:12]1[CH:17]=[CH:16][CH:15]=[CH:14][CH:13]=1)#[N:2]. Procedure: Methyl N-cyano-3-thiophenecarboximidate (0.33 g, 2.0 mmol) was dissolved in methanol (2 ml), and 2-phenylethylamine (0.27 g, 2.2 mmol) was added. The mixture was stirred at room temperature for 40 minutes. After the reaction was completed, the reaction solution was concentrated under reduced pressure, and the residue thus obtained was crystallized from diethyl ether to give the title compound (0.48 g, 1.89 mmol, yield: 95%) as colorless crystals.